Dataset: the Open Reaction Database (ORD), a public repository of structured organic reaction records. Task: describe an organic reaction: reactants, conditions, products, and yield The reactants are C[N+](C)(C)Cc1ccccc1, C1COCCO1, CC(C)c1ncc[nH]1, C=CC(=O)NC(C)(C)c1ccc(Cl)cc1, [OH-]. Product: CC(C)c1nccn1CCC(=O)NC(C)(C)c1ccc(Cl)cc1. Reaction SMILES: [CH2:25]([N+:26]([CH3:27])([CH3:28])[CH3:29])[c:30]1[cH:31][cH:32][cH:33][cH:34][cH:35]1.[CH2:36]1[O:37][CH2:38][CH2:39][O:40][CH2:41]1.[CH:16]([CH3:17])([CH3:18])[c:19]1[nH:20][cH:21][cH:22][n:23]1.[Cl:1][c:2]1[cH:3][cH:4][c:5]([C:8]([CH3:9])([CH3:10])[NH:11][C:12]([CH:13]=[CH2:14])=[O:15])[cH:6][cH:7]1.[OH-:24]>>[Cl:1][c:2]1[cH:3][cH:4][c:5]([C:8]([CH3:9])([CH3:10])[NH:11][C:12]([CH2:13][CH2:14][n:20]2[c:19]([CH:16]([CH3:17])[CH3:18])[n:23][cH:22][cH:21]2)=[O:15])[cH:6][cH:7]1.